Dataset: the Open Reaction Database (ORD), a public repository of structured organic reaction records. Task: describe an organic reaction: reactants, conditions, products, and yield Conditions: time 2 hour. Starting materials: C1(CCCCC1)CC1N(C(OC1CC(CCO)C(C)C)(C)C)C(=O)OC(C)(C)C (t-butyl 4-(cyclohexylmethyl)-5-(4-hydroxy-2-isopropylbutyl)-2,2-dimethyl-3-oxazolidinecarboxylate), C([O-])(O)=O.[K+] (potassium bicarbonate). Reaction SMILES: [CH:1]1([CH2:7][CH:8]2[CH:12]([CH2:13][CH:14]([CH:18]([CH3:20])[CH3:19])[CH2:15][CH2:16][OH:17])[O:11]C(C)(C)[N:9]2C(OC(C)(C)C)=O)[CH2:6][CH2:5][CH2:4][CH2:3][CH2:2]1.C(=O)(O)[O-].[K+]>Cl.O1CCOCC1>[NH2:9][C@@H:8]([CH2:7][CH:1]1[CH2:2][CH2:3][CH2:4][CH2:5][CH2:6]1)[C@@H:12]([OH:11])[CH2:13][C@@H:14]([CH:18]([CH3:19])[CH3:20])[CH2:15][CH2:16][OH:17] |f:1.2|. Yields the product N[C@H]([C@H](C[C@H](CCO)C(C)C)O)CC1CCCCC1 ((3S,5S,6S)-6-amino-7-cyclohexyl-5-hydroxy-3-isopropyl-1-heptanol). Reported procedure: 1.1 g (2.67 mmol) of t-butyl 4-(cyclohexylmethyl)-5-(4-hydroxy-2-isopropylbutyl)-2,2-dimethyl-3-oxazolidinecarboxylate are dissolved in 1.85N hydrochloric acid in dioxan and stirred at room temperature for 2 hours. Thereafter, the reaction mixture is poured into 2N potassium bicarbonate solution and extracted with ethyl acetate. The crude product obtained after drying and evaporating the organic extracts is chromatographed on silica gel with a 4:1 mixture of methylene chloride and methanol as th... Yield: 37.0%. Run in Cl (hydrochloric acid), O1CCOCC1 (dioxan). Reactants: [Si](C)(C)(C(C)(C)C)OCC=1C=C(C=CC1[N+](=O)[O-])N1CCOCC1 (4-(3-((tert-butyldimethylsilyloxy)methyl)-4-nitrophenyl)morpholine). The reagents and catalysts are [Ni] (Ni). The solvent is CO (methanol). Conditions: time 1 hour. Yields the product [Si](C)(C)(C(C)(C)C)OCC1=C(N)C=CC(=C1)N1CCOCC1 (2-((tert-butyldimethylsilyloxy)methyl)-4-morpholinoaniline). Isolated yield 9.8%. Reaction SMILES: [Si:1]([O:8][CH2:9][C:10]1[CH:11]=[C:12]([N:19]2[CH2:24][CH2:23][O:22][CH2:21][CH2:20]2)[CH:13]=[CH:14][C:15]=1[N+:16]([O-])=O)([C:4]([CH3:7])([CH3:6])[CH3:5])([CH3:3])[CH3:2]>CO.[Ni]>[Si:1]([O:8][CH2:9][C:10]1[CH:11]=[C:12]([N:19]2[CH2:24][CH2:23][O:22][CH2:21][CH2:20]2)[CH:13]=[CH:14][C:15]=1[NH2:16])([C:4]([CH3:7])([CH3:5])[CH3:6])([CH3:3])[CH3:2]. Procedure details: A mixture of 4-(3-((tert-butyldimethylsilyloxy)methyl)-4-nitrophenyl)morpholine (4.0 g, 0.11 mol), Raney Ni (1.0 g) in methanol (250 mL) was stirred under an atmosphere of hydrogenated (1.0 atm) at room temperature for 1 hour. The catalyst was removed by filtration and the filtrate was evaporated to give the product 2-((tert-butyldimethylsilyloxy)methyl)-4-morpholinoaniline (3.48 g, yield 95.1%). 1H NMR (400 MHz, CDCl3) δ ppm 6.72-6.76 (m, 2H), 6.62-6.64 (d, 1H, J=8.0 Hz), 4.66 (s, 2H), 3.92 (s,... Starting materials: COC1=C(C#N)C(=CC=C1)F (2-methoxy-6-fluorobenzonitrile), Cl.N1=CC=CC=C1 (pyridine hydrochloride). Yields the product FC1=CC=CC(=C1C#N)O (6-Fluoro-2-hydroxybenzonitrile). Isolated yield 66.4%. As a reaction SMILES: C[O:2][C:3]1[CH:10]=[CH:9][CH:8]=[C:7]([F:11])[C:4]=1[C:5]#[N:6].Cl.N1C=CC=CC=1>>[F:11][C:7]1[C:4]([C:5]#[N:6])=[C:3]([OH:2])[CH:10]=[CH:9][CH:8]=1 |f:1.2|. Procedure details: 7.8 g of 2-methoxy-6-fluorobenzonitrile and 18.0 g of pyridine hydrochloride were heated for 5 hours at 195° C. under dry nitrogen. After cooling, the batch was partitioned between 50 ml of water and 50 ml of tert-butyl methyl ether, and the organic phase was subsequently extracted with 40 ml of 2N NaOH. The alkali extract was brought to pH 5 and subsequently extracted twice with in each case 40 ml of tert-butyl methyl ether. After the solvent had been evaporated, 4.7 g of the desired product we... Starting materials: CS(C)=O, CC1(C)OB(c2cccc3cc(-c4nc(NCCN5CCNC5=O)ncc4F)sc23)OC1(C)C, [N-]=[N+]=NCc1cnc(F)cc1I, [Na+], O=C([O-])O, O, [Pd]. Yields the product [N-]=[N+]=NCc1cnc(F)cc1-c1cccc2cc(-c3nc(NCCN4CCNC4=O)ncc3F)sc12. RXN SMILES: [CH3:52][S:53]([CH3:54])=[O:55].[F:13][c:14]1[c:15](-[c:29]2[cH:30][c:31]3[c:32]([s:33]2)[c:34]([B:38]2[O:39][C:40]([CH3:41])([CH3:42])[C:43]([CH3:44])([CH3:45])[O:46]2)[cH:35][cH:36][cH:37]3)[n:16][c:17]([NH:20][CH2:21][CH2:22][N:23]2[C:24](=[O:28])[NH:25][CH2:26][CH2:27]2)[n:18][cH:19]1.[N:1](=[N+:2]=[N-:3])[CH2:4][c:5]1[c:6]([I:12])[cH:7][c:8]([F:11])[n:9][cH:10]1.[Na+:51].[O-:47][C:48]([OH:49])=[O:50].[OH2:56].[Pd:57]>>[N:1](=[N+:2]=[N-:3])[CH2:4][c:5]1[c:6](-[c:34]2[c:32]3[c:31]([cH:30][c:29](-[c:15]4[c:14]([F:13])[cH:19][n:18][c:17]([NH:20][CH2:21][CH2:22][N:23]5[C:24](=[O:28])[NH:25][CH2:26][CH2:27]5)[n:16]4)[s:33]3)[cH:37][cH:36][cH:35]2)[cH:7][c:8]([F:11])[n:9][cH:10]1. Starting materials: C(CC=C)N(C(OC(C)(C)C)=O)CC(C=P(C1=CC=CC=C1)(C1=CC=CC=C1)C1=CC=CC=C1)=O (tert-butyl N-but-3-enyl-N-[2-oxo-3-(triphenyl-phosphanylidene) propyl]carbamate), C=O (HCHO). The solvent is C1CCOC1 (THF). Reaction conditions: temperature 18 celsius, time 15 hour. Yields the product C(CC=C)N(C(OC(C)(C)C)=O)CC(C=C)=O (tert-butyl N-but-3-enyl-N-(2-oxobut-3-enyl)carbamate). Isolated yield 49.2%. Reaction SMILES: [CH2:1]([N:5]([CH2:13][C:14](=[O:35])[CH:15]=P(C1C=CC=CC=1)(C1C=CC=CC=1)C1C=CC=CC=1)[C:6](=[O:12])[O:7][C:8]([CH3:11])([CH3:10])[CH3:9])[CH2:2][CH:3]=[CH2:4].[CH2:36]=O>C1COCC1>[CH2:1]([N:5]([CH2:13][C:14](=[O:35])[CH:15]=[CH2:36])[C:6](=[O:12])[O:7][C:8]([CH3:9])([CH3:10])[CH3:11])[CH2:2][CH:3]=[CH2:4]. Reported procedure: To a mixture of tert-butyl N-but-3-enyl-N-[2-oxo-3-(triphenyl-phosphanylidene) propyl]carbamate (5.80 g, 11.90 mmol, 1.00 Eq) in THF (30 mL), was added HCHO (96.58 g, 1.19 mol, 100.00 Eq) in one portion at 18° C. The mixture was stirred at 18° C. for 15 hr. TLC showed the reaction was completed. The mixture was extracted with PE (100 mL*3). The combined organic phase was washed with saturated brine (200 mL*2), dried with anhydrous Na2SO4, filtered and concentrated in vacuum. The residue was puri... Reactants: C(C(C)C)[Al](CC(C)C)CC(C)C (triisobutylaluminum), C(C1=CC=CC=C1)OC[C@H]1C(C[C@@H]1COCC1=CC=CC=C1)=O ((2S-trans)-2,3-bis[(benzyloxy)methyl]cyclobutanone), C(C(C)C)[Al](CC(C)C)CC(C)C (triisobutylaluminum). Solvent: C1(=CC=CC=C1)C (toluene), C1(=CC=CC=C1)C (toluene). Run at temperature -40 celsius, time 1 hour. Product: [1S-(1α,2β,3β)]-3-hydroxy-1,2-cyclobutanedimethanol, C(C1=CC=CC=C1)OCC1=CC=CC=C1 (dibenzyl ether). Reaction SMILES: C(O[CH2:9][C@@H:10]1[C@@H:13]([CH2:14][O:15][CH2:16][C:17]2[CH:22]=[CH:21][CH:20]=[CH:19][CH:18]=2)[CH2:12][C:11]1=O)C1C=CC=CC=1.[CH2:24]([Al](CC(C)C)CC(C)C)C(C)C>C1(C)C=CC=CC=1>[CH2:16]([O:15][CH2:14][C:13]1[CH:10]=[CH:9][CH:24]=[CH:11][CH:12]=1)[C:17]1[CH:18]=[CH:19][CH:20]=[CH:21][CH:22]=1. Reported procedure: A solution of (2S-trans)-2,3-bis[(benzyloxy)methyl]cyclobutanone (0.2 g., 0.645 mmole) in toluene (4 ml.) was added dropwise over 10 minutes to a solution of triisobutylaluminum (0.91 M in hexane, 0.9 ml., 0.816 mmole) in toluene (2 ml.) at -40° C. The mixture was stirred at -50° C. for 4 hours and at -40° C. for one hour. A solution of triisobutylaluminum (1 ml., 0.91 mmole) was added to the reaction mixture. After stirring for 30 minutes the reaction was quenched by adding 10% hydrochloric aci... Reactants: N#Cc1ccccc1N, Clc1ccnc(Cl)n1, Cl, O. Product: N#Cc1ccccc1Nc1ccnc(Cl)n1. RXN SMILES: [C:9]([c:10]1[c:11]([NH2:12])[cH:13][cH:14][cH:15][cH:16]1)#[N:17].[Cl:1][c:2]1[n:3][cH:4][cH:5][c:6]([Cl:8])[n:7]1.[ClH:18].[OH2:19]>>[Cl:1][c:2]1[n:3][cH:4][cH:5][c:6]([NH:12][c:11]2[c:10]([C:9]#[N:17])[cH:16][cH:15][cH:14][cH:13]2)[n:7]1.